The task is: describe an organic reaction: reactants, conditions, products, and yield. This data is from the Open Reaction Database (ORD), a public repository of structured organic reaction records. Starting materials: O=C([O-])[O-], Cc1ccc(S(=O)(=O)OCC2Cc3c(F)c(F)cc(Br)c3O2)cc1, [K+], [K+], C1COCCO1, OB(O)c1ccccc1. Product: Cc1ccc(S(=O)(=O)OCC2Cc3c(F)c(F)cc(-c4ccccc4)c3O2)cc1. RXN SMILES: [C:34](=[O:35])([O-:36])[O-:37].[CH3:1][c:2]1[cH:3][cH:4][c:5]([S:8](=[O:9])(=[O:10])[O:11][CH2:12][CH:13]2[O:14][c:15]3[c:16]([c:18]([F:24])[c:19]([F:23])[cH:20][c:21]3[Br:22])[CH2:17]2)[cH:6][cH:7]1.[K+:38].[K+:39].[O:40]1[CH2:41][CH2:42][O:43][CH2:44][CH2:45]1.[OH:25][B:26]([OH:27])[c:28]1[cH:29][cH:30][cH:31][cH:32][cH:33]1>>[CH3:1][c:2]1[cH:3][cH:4][c:5]([S:8](=[O:9])(=[O:10])[O:11][CH2:12][CH:13]2[O:14][c:15]3[c:16]([c:18]([F:24])[c:19]([F:23])[cH:20][c:21]3-[c:28]3[cH:29][cH:30][cH:31][cH:32][cH:33]3)[CH2:17]2)[cH:6][cH:7]1. Starting materials: CCOC(=O)C12CCC(NCC(=O)N3CC(F)CC3C(N)=O)(CC1)CC2, O=C(OC(=O)C(Cl)(Cl)Cl)C(Cl)(Cl)Cl, O=C(O)C(F)(F)F. Product: CCOC(=O)C12CCC(NCC(=O)N3CC(F)CC3C#N)(CC1)CC2. RXN SMILES: [CH2:1]([CH3:2])[O:3][C:4](=[O:5])[C:6]12[CH2:7][CH2:8][C:9]([NH:14][CH2:15][C:16](=[O:17])[N:18]3[CH:19]([C:24](=[O:25])[NH2:26])[CH2:20][CH:21]([F:23])[CH2:22]3)([CH2:10][CH2:11]1)[CH2:12][CH2:13]2.[Cl:27][C:28]([Cl:29])([Cl:30])[C:31]([O:32][C:33](=[O:34])[C:35]([Cl:36])([Cl:37])[Cl:38])=[O:39].[OH:40][C:41]([C:42]([F:43])([F:44])[F:45])=[O:46]>>[CH2:1]([CH3:2])[O:3][C:4](=[O:5])[C:6]12[CH2:7][CH2:8][C:9]([NH:14][CH2:15][C:16](=[O:17])[N:18]3[CH:19]([C:24]#[N:26])[CH2:20][CH:21]([F:23])[CH2:22]3)([CH2:10][CH2:11]1)[CH2:12][CH2:13]2. Reactants: COC1=CC=C(C=C1)N (p-anisidine), CN(C1=CC=C(C(=O)Cl)C=C1)C (4-dimethylamino-benzoic acid chloride), N1=CC=CC=C1 (pyridine), O (water). Product: CN(C1(CC=C(C(=O)NC2=CC=CC=C2)C=C1)OC)C (4-dimethylamino-4-methoxybenzanilide). As a reaction SMILES: [CH3:1][O:2][C:3]1[CH:8]=[CH:7][C:6](N)=[CH:5][CH:4]=1.C[N:11]([CH3:21])[C:12]1[CH:20]=[CH:19][C:15](C(Cl)=O)=[CH:14][CH:13]=1.[OH2:22].[N:23]1[CH:28]=CC=C[CH:24]=1>>[CH3:24][N:23]([CH3:28])[C:3]1([O:2][CH3:1])[CH:8]=[CH:7][C:6]([C:21]([NH:11][C:12]2[CH:13]=[CH:14][CH:15]=[CH:19][CH:20]=2)=[O:22])=[CH:5][CH2:4]1. Reported procedure: 201 g of p-anisidine were added to a suspension of 300 g of 4-dimethylamino-benzoic acid chloride in 1200 ml of pyridine and the mixture was stirred until dissolution. Then, the mixture was refluxed for 3 hours and after cooling to ambient temperature, the reaction medium was poured into 6 liters of iced water. The precipitate was separated and washed with water, then dried under reduced pressure to obtain 423 g of 4-dimethylamino-4-methoxybenzanilide melting at 173° C. Reactants: O1[C@H]2[C@@H]1C[C@@H]1CC[C@H]3[C@@H]4C[C@@H]([C@@H]([C@@]4(C)CC[C@@H]3[C@]1(C2)C)O)N2CCN(CC2)C (2α,3α-Epoxy-16β-(4-methyl-1-piperazinyl)-5α-androstane-17β-ol), OC1CCNCC1 (4-hydroxypiperidine). Product: OC1CCN(CC1)[C@@H]1[C@H](C[C@@H]2CC[C@H]3[C@@H]4C[C@@H]([C@@H]([C@@]4(C)CC[C@@H]3[C@]2(C1)C)O)N1CCN(CC1)C)O (2β-(4-hydroxy-1-piperidinyl)-16β-(4-methyl-1-piperazinyl)-5α-androstane-3α,17β-diol). Isolated yield 78.6%. RXN SMILES: [O:1]1[C@H:3]2[CH2:4][C@H:5]3[C@:18]([CH3:20])([CH2:19][C@@H:2]12)[C@@H:17]1[C@H:8]([C@H:9]2[C@@:13]([CH2:15][CH2:16]1)([CH3:14])[C@@H:12]([OH:21])[C@@H:11]([N:22]1[CH2:27][CH2:26][N:25]([CH3:28])[CH2:24][CH2:23]1)[CH2:10]2)[CH2:7][CH2:6]3.[OH:29][CH:30]1[CH2:35][CH2:34][NH:33][CH2:32][CH2:31]1>>[OH:29][CH:30]1[CH2:35][CH2:34][N:33]([C@H:2]2[CH2:19][C@@:18]3([CH3:20])[C@@H:5]([CH2:6][CH2:7][C@@H:8]4[C@@H:17]3[CH2:16][CH2:15][C@@:13]3([CH3:14])[C@H:9]4[CH2:10][C@H:11]([N:22]4[CH2:27][CH2:26][N:25]([CH3:28])[CH2:24][CH2:23]4)[C@@H:12]3[OH:21])[CH2:4][C@@H:3]2[OH:1])[CH2:32][CH2:31]1. Procedure: 2α,3α-Epoxy-16β-(4-methyl-1-piperazinyl)-5α-androstane-17β-ol is reacted with 4-hydroxypiperidine as described in Example 3 to obtain the title compound in a yield of 78.57%, m.p.: 248°-250° C. Reactants: FC1(C(NC2=CC=C(C=C12)S(=O)(=O)C)=O)F (3,3-difluoro-5-(methylsulfonyl)indolin-2-one), [OH-].[Na+] (NaOH), BF (BH2F), Cl (HCl). Run in C1CCOC1 (THF), C1CCOC1 (THF). Run at time 16 hour. Yields the product FC1=CNC2=CC=C(C=C12)S(=O)(=O)C (3-Fluoro-5-(methylsulfonyl)-1H-indole). Yield: 52.8%. As a reaction SMILES: [F:1][C:2]1(F)[C:10]2[C:5](=[CH:6][CH:7]=[C:8]([S:11]([CH3:14])(=[O:13])=[O:12])[CH:9]=2)[NH:4][C:3]1=O.BF.Cl.[OH-].[Na+]>C1COCC1>[F:1][C:2]1[C:10]2[C:5](=[CH:6][CH:7]=[C:8]([S:11]([CH3:14])(=[O:12])=[O:13])[CH:9]=2)[NH:4][CH:3]=1 |f:3.4|. Procedure: To a stirring solution of 3,3-difluoro-5-(methylsulfonyl)indolin-2-one (1.0 g, 4.0 mmol) in anhydrous THF (25 mL), a solution of “BH2F.THF” (nominal concentration 1.3 M, 13 ml) was added at 0° C. The reaction mixture was stirred at room temperature for 16 h. The reaction mixture was brought to 0° C., aqueous HCl (3 M, 13 mL) was added dropwise. The reaction mixture was subsequently neutralized with aqueous NaOH (2.5M). The mixture was extracted with ethyl acetate, separated and concentrated in v... The reactants are phenols, lactam, ester, C1(CCCCCN1)=O (caprolactam), C(CC(=O)OCC)(=O)OCC (diethyl malonate), p-hydroxybenzoic acid esters, substituted phenol, C(CC(=O)[O-])(=O)[O-] (malonate), oxime, CC(CC)=NO (butanone oxime), C(CC(=O)C)(=O)[O-] (acetoacetate). Solvent: C(C)(=O)OCC (ethyl acetate). Product: C(CCCN=C=O)CCN=C=O (1,6-hexamethylene diisocyanate), polyester. RXN SMILES: C[C:2](=[N:5]O)[CH2:3][CH3:4].[C:7]1(=[O:14])[NH:13][CH2:12][CH2:11][CH2:10]CC1.C([O-])(=O)C[C:17](C)=[O:18].C([O-])(=O)CC([O-])=O.C(OCC)(=O)CC(OCC)=O>C(OCC)(=O)C>[CH2:4]([CH2:3][CH2:2][N:5]=[C:17]=[O:18])[CH2:10][CH2:11][CH2:12][N:13]=[C:7]=[O:14]. Procedure details: Suitable blocking agents or example, an oxime (preferably butanone oxime), a lactam (preferably ε caprolactam), an acetoacetate (preferably ethyl acetate), a malonate (preferably diethyl malonate), or a substituted phenol. Within the substitued phenols, p-hydroxybenzoic acid esters (e.g. p-hydroxybenzoic acid ethyl ester) are particularly preferred. They have low cleavage temperatures (less than 150° C.), and the ester eliminated has a low volatility and no unpleasant odor. In one preferred embo... The reactants are CCOC(=O)CCCN(Cc1ccc2nc(NCCCN3CCOCC3)n(Cc3nc(C)ccc3O)c2c1)c1cc(C)cc(C)c1, [Li+], C1CCOC1, [OH-], O, O. Yields the product Cc1cc(C)cc(N(CCCC(=O)O)Cc2ccc3nc(NCCCN4CCOCC4)n(Cc4nc(C)ccc4O)c3c2)c1. Reaction SMILES: [CH2:1]([CH3:2])[O:3][C:4]([CH2:5][CH2:6][CH2:7][N:8]([CH2:9][c:10]1[cH:11][c:12]2[c:13]([n:14][c:15]([NH:26][CH2:27][CH2:28][CH2:29][N:30]3[CH2:31][CH2:32][O:33][CH2:34][CH2:35]3)[n:16]2[CH2:17][c:18]2[n:19][c:20]([CH3:25])[cH:21][cH:22][c:23]2[OH:24])[cH:36][cH:37]1)[c:38]1[cH:39][c:40]([CH3:45])[cH:41][c:42]([CH3:44])[cH:43]1)=[O:46].[Li+:48].[O:50]1[CH2:51][CH2:52][CH2:53][CH2:54]1.[OH-:47].[OH2:49].[OH2:55]>>[O:3]=[C:4]([CH2:5][CH2:6][CH2:7][N:8]([CH2:9][c:10]1[cH:11][c:12]2[c:13]([n:14][c:15]([NH:26][CH2:27][CH2:28][CH2:29][N:30]3[CH2:31][CH2:32][O:33][CH2:34][CH2:35]3)[n:16]2[CH2:17][c:18]2[n:19][c:20]([CH3:25])[cH:21][cH:22][c:23]2[OH:24])[cH:36][cH:37]1)[c:38]1[cH:39][c:40]([CH3:45])[cH:41][c:42]([CH3:44])[cH:43]1)[OH:46].